Dataset: the Open Reaction Database (ORD), a public repository of structured organic reaction records. Task: describe an organic reaction: reactants, conditions, products, and yield Reactants: O=C1NC(=O)c2ccc(Br)cc2C1=CNCc1ccc(O)c(O)c1, O=C([O-])[O-], CC(C)I, [K+], [K+]. Yields the product CC(C)Oc1ccc(CNC=C2C(=O)NC(=O)c3ccc(Br)cc32)cc1O. RXN SMILES: [Br:1][c:2]1[cH:3][c:4]2[c:9]([cH:10][cH:11]1)[C:8](=[O:12])[NH:7][C:6](=[O:13])[C:5]2=[CH:14][NH:15][CH2:16][c:17]1[cH:18][c:19]([OH:24])[c:20]([OH:23])[cH:21][cH:22]1.[C:29](=[O:30])([O-:31])[O-:32].[I:25][CH:26]([CH3:27])[CH3:28].[K+:33].[K+:34]>>[Br:1][c:2]1[cH:3][c:4]2[c:9]([cH:10][cH:11]1)[C:8](=[O:12])[NH:7][C:6](=[O:13])[C:5]2=[CH:14][NH:15][CH2:16][c:17]1[cH:18][c:19]([OH:24])[c:20]([O:23][CH:26]([CH3:27])[CH3:28])[cH:21][cH:22]1.